This data is from the Open Reaction Database (ORD), a public repository of structured organic reaction records. The task is: describe an organic reaction: reactants, conditions, products, and yield Reactants: NC1=C(C#N)C=C(C=C1)NC1=CC(=C(C=C1)F)Cl (2-amino-5-[(3-chloro-4-fluorophenyl)amino]benzonitrile), C(C)[Mg]Br (ethyl magnesium bromide), C1CCOC1 (THF). Reaction conditions: time 2 day. Yields the product NC1=C(C=C(C=C1)NC1=CC(=C(C=C1)F)Cl)C(CC)=O (1-{2-amino-5-[(3-chloro-4-fluorophenyl)amino]phenyl}propan-1-one). Yield: 38.0%. As a reaction SMILES: [NH2:1][C:2]1[CH:9]=[CH:8][C:7]([NH:10][C:11]2[CH:16]=[CH:15][C:14]([F:17])=[C:13]([Cl:18])[CH:12]=2)=[CH:6][C:3]=1[C:4]#N.[CH2:19]([Mg]Br)[CH3:20].C1C[O:26]CC1>>[NH2:1][C:2]1[CH:9]=[CH:8][C:7]([NH:10][C:11]2[CH:16]=[CH:15][C:14]([F:17])=[C:13]([Cl:18])[CH:12]=2)=[CH:6][C:3]=1[C:4](=[O:26])[CH2:19][CH3:20]. Reported procedure: To a stirred solution of 2-amino-5-[(3-chloro-4-fluorophenyl)amino]benzonitrile (5.90 g, 22.5 mmol) in THF (120 mL) at 0° C. was slowly added ethyl magnesium bromide (80 mL, 80.0 mmol). The solution was stirred at room temperature for 2 days and quenched with 1N HCl. The resulting mixture was made alkaline with sodium bicarbonate solution (sat.) and extracted several times with ethyl acetate. The combined organic layers were dried over magnesium sulfate. Flash silica gel column separation using ...